Dataset: the Open Reaction Database (ORD), a public repository of structured organic reaction records. Task: describe an organic reaction: reactants, conditions, products, and yield The reactants are BrCC1=CC=C(C=C1)C1=CC(=CC=C1)S(=O)(=O)C (4′-bromomethyl-3-methylsulfonylbiphenyl), C(C)(=S)[O-].[K+] (potassium thioacetate), C(C)OCC (diethyl ether). Solvent: CN(C=O)C (N,N-dimethylformamide). Product: CS(=O)(=O)C=1C=C(C=CC1)C1=CC=C(C=C1)CSC(C)=O (Thioacetic acid S-(3′-methanesulfonyl-biphenyl-4-ylmethyl)ester). Yield: 98.6%. Reaction SMILES: Br[CH2:2][C:3]1[CH:8]=[CH:7][C:6]([C:9]2[CH:14]=[CH:13][CH:12]=[C:11]([S:15]([CH3:18])(=[O:17])=[O:16])[CH:10]=2)=[CH:5][CH:4]=1.[C:19]([O-:22])(=[S:21])[CH3:20].[K+].C(OCC)C>CN(C)C=O>[CH3:18][S:15]([C:11]1[CH:10]=[C:9]([C:6]2[CH:7]=[CH:8][C:3]([CH2:2][S:21][C:19](=[O:22])[CH3:20])=[CH:4][CH:5]=2)[CH:14]=[CH:13][CH:12]=1)(=[O:17])=[O:16] |f:1.2|. Reported procedure: A solution of 4′-bromomethyl-3-methylsulfonylbiphenyl (190 mg, 0.57 mmol) (WO 01/70753) and potassium thioacetate (78 mg, 0.68 mmol) in N,N-dimethylformamide (4 mL) was heated at 150° C. in a microwave for 3 min. The reaction mixture was poured into diethyl ether (30 mL) and washed with water (3×15 mL), brine (15 mL), dried with magnesium sulfate, filtered, and concentrated to give a crude yellow oil. The crude oil was purified by flash column chromatography to yield 1.35-A (180 mg, 89%) as a th... Procedure: The compound was also obtained, inter alia, by a two-stage synthesis from 3-methylxanthine, which was first reacted with 1-chloro-2-hydroxy-2-methylpropane to give 7-(2-hydroxy-2-methylpropyl)-3-methylxanthine (melting point: 268°-269° C.; yield 51% of theory), the product then being alkylated in the 1-position with 1-chloro-5-hydroxy-5-methylhexane from Example 1a analogously to Example 5b to give the end product (yield: 79.5% of theory). Yields the product OC(CN1C=NC=2N(C(NC(C12)=O)=O)C)(C)C (7-(2-hydroxy-2-methylpropyl)-3-methylxanthine). Isolated yield 51.0%. Reaction SMILES: [CH3:1][N:2]1[C:10]2[N:9]=[CH:8][NH:7][C:6]=2[C:5](=[O:11])[NH:4][C:3]1=[O:12].Cl[CH2:14][C:15]([OH:18])([CH3:17])[CH3:16]>>[OH:18][C:15]([CH3:17])([CH3:16])[CH2:14][N:7]1[C:6]2[C:5](=[O:11])[NH:4][C:3](=[O:12])[N:2]([CH3:1])[C:10]=2[N:9]=[CH:8]1. The reactants are CN1C(NC(C=2NC=NC12)=O)=O (3-methylxanthine), ClCC(C)(C)O (1-chloro-2-hydroxy-2-methylpropane).